From a dataset of the Open Reaction Database (ORD), a public repository of structured organic reaction records. describe an organic reaction: reactants, conditions, products, and yield The reactants are FC(F)CCl, NCc1ccccc1, O. Yields the product FC(F)CNCc1ccccc1. Reaction SMILES: [F:1][CH:2]([CH2:3][Cl:4])[F:5].[NH2:6][CH2:7][c:8]1[cH:9][cH:10][cH:11][cH:12][cH:13]1.[OH2:14]>>[F:1][CH:2]([CH2:3][NH:6][CH2:7][c:8]1[cH:9][cH:10][cH:11][cH:12][cH:13]1)[F:5]. The reactants are [OH-].[Na+] (sodium hydroxide), ClC=1C=C(C=C(C1)Cl)S(=O)[O-] (3,5-dichlorobenzenesulfinate), BrC=1SC(=NN1)C(F)(F)F (2-bromo-5-trifluoromethyl-1,3,4-thiadiazole), S(=O)([O-])[O-].[Na+].[Na+] (sodium sulfite). Run in O (water), CN(C=O)C (dimethylformamide), O (water). Yields the product ClC=1C=C(C=C(C1)Cl)S(=O)(=O)C=1SC(=NN1)C(F)(F)F (2-(3',5'-dichlorophenylsulfonyl)-5-trifluoromethyl-1,3,4-thiadiazole). Yield: 70.0%. RXN SMILES: S([O-])([O-])=O.[Na+].[Na+].[OH-].[Na+].[Cl:9][C:10]1[CH:11]=[C:12]([S:17]([O-:19])=[O:18])[CH:13]=[C:14]([Cl:16])[CH:15]=1.Br[C:21]1[S:22][C:23]([C:26]([F:29])([F:28])[F:27])=[N:24][N:25]=1>O.CN(C)C=O>[Cl:16][C:14]1[CH:13]=[C:12]([S:17]([C:21]2[S:22][C:23]([C:26]([F:29])([F:28])[F:27])=[N:24][N:25]=2)(=[O:19])=[O:18])[CH:11]=[C:10]([Cl:9])[CH:15]=1 |f:0.1.2,3.4|. Reported procedure: A solution of 75.6 g (0.6 mole) of analytically pure sodium sulfite in 300 ml of water was pre-warmed to 60°-70° C in a beaker. 122.8 g (0.5 mole) of 3,5-dichlorobenzenesulfochloride, and a solution of 40 g (1 mole) of sodium hydroxide in 200 ml of water were synchronously added dropwise from two dropping funnels in such a way that the pH value (measured with an electrode in the reaction solution) was always between 7 and 9; during the addition the mixture was stirred magnetically. The saline so...